From a dataset of the Open Reaction Database (ORD), a public repository of structured organic reaction records. describe an organic reaction: reactants, conditions, products, and yield Reactants: C1(=CC=CC=C1)C1=CN=C(O1)CN1CCN(CC1)C1=CC=C(C=C1)N (1-(5-Phenyloxazol-2-ylmethyl)-4-(4-aminophenyl)-piperazine), C(C)(=O)O (acetic acid), C(C)(=O)OC(C)=O (acetic anhydride). Solvent: O (water). Product: C1(=CC=CC=C1)C1=CN=C(O1)CN1CCN(CC1)C1=CC=C(C=C1)NC(C)=O (1-(5-Phenyloxazol-2-ylmethyl)-4-(4-acetamidophenyl)-piperazine). Reaction SMILES: [C:1]1([C:7]2[O:11][C:10]([CH2:12][N:13]3[CH2:18][CH2:17][N:16]([C:19]4[CH:24]=[CH:23][C:22]([NH2:25])=[CH:21][CH:20]=4)[CH2:15][CH2:14]3)=[N:9][CH:8]=2)[CH:6]=[CH:5][CH:4]=[CH:3][CH:2]=1.[C:26](O)(=[O:28])[CH3:27].C(OC(=O)C)(=O)C>O>[C:1]1([C:7]2[O:11][C:10]([CH2:12][N:13]3[CH2:14][CH2:15][N:16]([C:19]4[CH:20]=[CH:21][C:22]([NH:25][C:26](=[O:28])[CH3:27])=[CH:23][CH:24]=4)[CH2:17][CH2:18]3)=[N:9][CH:8]=2)[CH:2]=[CH:3][CH:4]=[CH:5][CH:6]=1. Procedure: The 4-aminophenyl compound of Example 36 (3.0 g; 0.009 mole) was warmed on a steam bath with glacial acetic acid (5 ml) and acetic anhydride (10 ml) for 1 hour. The mixture was poured into water (200 ml), stirred well and the collected precipitate washed with water and dried. After recrystallisation from methanol the product weighed 2.45 g and melted at 196°-7° C.